This data is from the Open Reaction Database (ORD), a public repository of structured organic reaction records. The task is: describe an organic reaction: reactants, conditions, products, and yield Reactants: C(C)(C)(C)OC(=O)N1CCC(CC1)C1=CC=C(C=C1)NC(=O)C=1N=C(OC1C(F)(F)F)C1=CC=CC=C1 (4-{4-[(2-phenyl-5-trifluoromethyl-oxazole-4-carbonyl)-amino]-phenyl}-piperidine-1-carboxylic acid tert-butyl ester), FC(C(=O)O)(F)F (trifluoroacetic acid). The solvent is ClCCl (dichloromethane). Reaction conditions: time 3 hour. Product: N1CCC(CC1)C1=CC=C(C=C1)NC(=O)C=1N=C(OC1C(F)(F)F)C1=CC=CC=C1 (2-phenyl-5-trifluoromethyl-oxazole-4-carboxylic acid (4-piperidin-4-yl-phenyl)-amide). The yield is 98.7%. Reaction SMILES: C(OC([N:8]1[CH2:13][CH2:12][CH:11]([C:14]2[CH:19]=[CH:18][C:17]([NH:20][C:21]([C:23]3[N:24]=[C:25]([C:32]4[CH:37]=[CH:36][CH:35]=[CH:34][CH:33]=4)[O:26][C:27]=3[C:28]([F:31])([F:30])[F:29])=[O:22])=[CH:16][CH:15]=2)[CH2:10][CH2:9]1)=O)(C)(C)C.FC(F)(F)C(O)=O>ClCCl>[NH:8]1[CH2:13][CH2:12][CH:11]([C:14]2[CH:15]=[CH:16][C:17]([NH:20][C:21]([C:23]3[N:24]=[C:25]([C:32]4[CH:37]=[CH:36][CH:35]=[CH:34][CH:33]=4)[O:26][C:27]=3[C:28]([F:29])([F:30])[F:31])=[O:22])=[CH:18][CH:19]=2)[CH2:10][CH2:9]1. Reported procedure: To a suspension of 4-{4-[(2-phenyl-5-trifluoromethyl-oxazole-4-carbonyl)-amino]-phenyl}-piperidine-1-carboxylic acid tert-butyl ester (19.2 g, 37.3 mmol) in dichloromethane (250 mL) was added trifluoroacetic acid (30 mL). The solution was stirred at room temperature for 3 hrs. Solvents were evaporated and the residue was diluted with ethyl acetate (600 mL). The mixture was neutralized with 1N sodium hydroxide solution (final PH >10). The organic layer was separated and washed with water and brin... Reactants: Cc1cc(C)c2c(c1C)OC(C)(CBr)C2, N#C[Na], O. Yields the product Cc1cc(C)c2c(c1C)OC(C)(CC#N)C2. RXN SMILES: [Br:1][CH2:2][C:3]1([CH3:15])[O:4][c:5]2[c:6]([c:8]([CH3:14])[cH:9][c:10]([CH3:13])[c:11]2[CH3:12])[CH2:7]1.[Na:16][C:17]#[N:18].[OH2:19]>>[CH2:2]([C:3]1([CH3:15])[O:4][c:5]2[c:6]([c:8]([CH3:14])[cH:9][c:10]([CH3:13])[c:11]2[CH3:12])[CH2:7]1)[C:17]#[N:18]. The reactants are Cl (HCl), Cl (HCl), CNCC1(CC=CCC1)C1=CC2=CC=CC=C2C=C1 ((±) N-methyl-1-(1-(naphthalen-2-yl)cyclohex-3-enyl)methanamine). Reaction conditions: time 1 hour. The product is Cl.CNCC1(CC=CCC1)C1=CC2=CC=CC=C2C=C1 (N-methyl-1-(1-(naphthalen-2-yl)cyclohex-3-enyl)methanamine hydrochloride salt). Reaction SMILES: [ClH:1].[CH3:2][NH:3][CH2:4][C:5]1([C:11]2[CH:20]=[CH:19][C:18]3[C:13](=[CH:14][CH:15]=[CH:16][CH:17]=3)[CH:12]=2)[CH2:10][CH2:9][CH:8]=[CH:7][CH2:6]1>>[ClH:1].[CH3:2][NH:3][CH2:4][C:5]1([C:11]2[CH:20]=[CH:19][C:18]3[C:13](=[CH:14][CH:15]=[CH:16][CH:17]=3)[CH:12]=2)[CH2:10][CH2:9][CH:8]=[CH:7][CH2:6]1 |f:2.3|. Procedure: The title compound was formed as a byproduct in the reduction of the fluorinated carbamate. Preparative HPLC separation (chiralpak-AD column, 95:2.5:2.5:0.1 Hexanes:EtOH:MeOH:HNEt2) afforded the crude product, which was converted to the corresponding HCl salt by the addition of 2M HCl (Et2O) to the free amine. After stirring for 1 h, the white precipitate was filtered off to afford pure N-methyl-1-(1-(naphthalen-2-yl)cyclohex-3-enyl)methanamine hydrochloride salt (0.021 g). 1H-NMR (400 MHz, CDCl...